This data is from the Open Reaction Database (ORD), a public repository of structured organic reaction records. The task is: describe an organic reaction: reactants, conditions, products, and yield The reactants are BrC1=CC=C(CC=2N(C=C(N2)C2=C(C=C(C=C2)Cl)Cl)C2=CC=C(C=C2)N2CC(NS2(=O)=O)=O)C=C1 (5-{-4-[2-(4-Bromo-benzyl)-4-(2,4-dichloro-phenyl)-imidazol-1-yl]-phenyl}-1,2,5-thiadiazolidine-3-one-1,1-dioxide), BrC1=C(C=O)C=CC=C1 (bromobenzaldehyde), C(C)C1CC(C1)C1=CC=C(C=C1)B(O)O (4-(3-ethyl-cyclobutyl)phenylboronic acid), BrC1=CC=C(C=C1)C1CC(C1)=O (3-(4-bromophenyl)cyclobutan-1-one). Product: ClC1=C(C=CC(=C1)Cl)C=1N=C(N(C1)C1=CC=C(C=C1)N1CC(NS1(=O)=O)=O)CC1=CC=C(C=C1)C1=CC=C(C=C1)C1CC(C1)CC (5-(4-{4-(2,4-dichloro-phenyl)-2-[4′-(3-ethyl-cyclobutyl)-biphenyl-4-ylmethyl]-imidazol-1-yl}-phenyl)-1,2,5-thiadiazolidine-3-one-1,1-dioxide). Reaction SMILES: Br[C:2]1[CH:35]=[CH:34][C:5]([CH2:6][C:7]2[N:8]([C:20]3[CH:25]=[CH:24][C:23]([N:26]4[S:30](=[O:32])(=[O:31])[NH:29][C:28](=[O:33])[CH2:27]4)=[CH:22][CH:21]=3)[CH:9]=[C:10]([C:12]3[CH:17]=[CH:16][C:15]([Cl:18])=[CH:14][C:13]=3[Cl:19])[N:11]=2)=[CH:4][CH:3]=1.[CH2:36]([CH:38]1[CH2:41][CH:40]([C:42]2[CH:47]=[CH:46][C:45](B(O)O)=[CH:44][CH:43]=2)[CH2:39]1)[CH3:37].BrC1C=CC(C2CC(=O)C2)=CC=1.BrC1C=CC=CC=1C=O>>[Cl:19][C:13]1[CH:14]=[C:15]([Cl:18])[CH:16]=[CH:17][C:12]=1[C:10]1[N:11]=[C:7]([CH2:6][C:5]2[CH:34]=[CH:35][C:2]([C:45]3[CH:44]=[CH:43][C:42]([CH:40]4[CH2:41][CH:38]([CH2:36][CH3:37])[CH2:39]4)=[CH:47][CH:46]=3)=[CH:3][CH:4]=2)[N:8]([C:20]2[CH:21]=[CH:22][C:23]([N:26]3[S:30](=[O:32])(=[O:31])[NH:29][C:28](=[O:33])[CH2:27]3)=[CH:24][CH:25]=2)[CH:9]=1. Procedure details: 5-{-4-[2-(4-Bromo-benzyl)-4-(2,4-dichloro-phenyl)-imidazol-1-yl]-phenyl}-1,2,5-thiadiazolidine-3-one-1,1-dioxide (59 mg, 0.1 mmol) was treated as described in general procedure G using 4-(3-ethyl-cyclobutyl)phenylboronic acid (41 mg, 0.2 mmol, prepared according to general procedure Y using 3-(4-bromophenyl)cyclobutan-1-one in stead of bromobenzaldehyde) to give 5-(4-{4-(2,4-dichloro-phenyl)-2-[4′-(3-ethyl-cyclobutyl)-biphenyl-4-ylmethyl]-imidazol-1-yl}-phenyl)-1,2,5-thiadiazolidine-3-one-1,1-di... The product is Br.CC=1SC2=C(CCNCC2C)N1 (2,8-Dimethyl-5,6,7,8-tetrahydro-4H-thiazolo[4,5-d]azepine hydrobromic acid). Reaction SMILES: Br.[Br:2][CH:3]1[CH:9]([CH3:10])[CH2:8][NH:7][CH2:6][CH2:5][C:4]1=O.[C:12]([NH2:15])(=[S:14])[CH3:13]>C(O)C>[BrH:2].[CH3:13][C:12]1[S:14][C:3]2[CH:9]([CH3:10])[CH2:8][NH:7][CH2:6][CH2:5][C:4]=2[N:15]=1 |f:0.1,4.5|. The yield is 92.5%. Starting materials: Br.BrC1C(CCNCC1C)=O (5-bromo-6-methylazepan-4-one hydrobromic acid salt), C(C)(=S)N (thioacetamide). Procedure details: 18.5 g 5-bromo-6-methylazepan-4-one hydrobromic acid salt and 5.0 g thioacetamide were dissolved in 125 mL ethanol. The mixture was heated for 3 h under reflux. The solids were removed by filtration and the filtrate was concentrated in vacuo. 100 mL acetonitrile was added and the precipitate formed was isolated by filtration to yield 15.7 g of the desired product. The solvent is C(C)O (ethanol). Reactants: C(CC#C)OCC(=O)O (2-(but-3-ynyloxy)acetic acid), C(C)(C)(C)C1(COC1)CO (3-t-butyl-3-hydroxymethyloxetane). Product: C(C)(C)(C)C12COC(OC1)(OC2)COCCC#C (4-t-Butyl-1-(but-3-ynyloxymethyl)-2,6,7-trioxabicyclo[2.2.2]octane). As a reaction SMILES: [CH2:1]([O:5][CH2:6][C:7]([OH:9])=[O:8])[CH2:2][C:3]#[CH:4].[C:10]([C:14]1([CH2:18]O)[CH2:17][O:16][CH2:15]1)([CH3:13])([CH3:12])[CH3:11]>>[C:10]([C:14]12[CH2:15][O:16][C:7]([CH2:6][O:5][CH2:1][CH2:2][C:3]#[CH:4])([O:9][CH2:18]1)[O:8][CH2:17]2)([CH3:13])([CH3:12])[CH3:11]. Procedure details: 4-t-Butyl-1-(but-3-ynyloxymethyl)-2,6,7-trioxabicyclo[2.2.2]octane was prepared from 2-(but-3-ynyloxy)acetic acid and 3-t-butyl-3-hydroxymethyloxetane using methodology described in Example I Reaction SMILES: [C:1]([CH3:2])([CH3:3])([CH3:4])[Si:5]([CH3:6])([CH3:7])[Cl:8].[CH3:48][C:49]#[N:50].[N:37]12[CH2:38][CH2:39][CH2:40][N:41]=[C:42]1[CH2:43][CH2:44][CH2:45][CH2:46][CH2:47]2.[N:9]1([C:13](=[O:14])[c:15]2[cH:16][c:17]([Cl:36])[c:18]([O:21][c:22]3[cH:23][c:24]([C:25](=[O:26])[OH:27])[cH:28][c:29]([O:31][CH:32]([CH2:33][OH:34])[CH3:35])[cH:30]3)[n:19][cH:20]2)[CH2:10][CH2:11][CH2:12]1>>[C:1]([CH3:2])([CH3:3])([CH3:4])[Si:5]([CH3:6])([CH3:7])[O:34][CH2:33][CH:32]([O:31][c:29]1[cH:28][c:24]([C:25](=[O:26])[OH:27])[cH:23][c:22]([O:21][c:18]2[c:17]([Cl:36])[cH:16][c:15]([C:13]([N:9]3[CH2:10][CH2:11][CH2:12]3)=[O:14])[cH:20][n:19]2)[cH:30]1)[CH3:35]. The product is CC(CO[Si](C)(C)C(C)(C)C)Oc1cc(Oc2ncc(C(=O)N3CCC3)cc2Cl)cc(C(=O)O)c1. Reactants: CC(C)(C)[Si](C)(C)Cl, CC#N, C1CCC2=NCCCN2CC1, CC(CO)Oc1cc(Oc2ncc(C(=O)N3CCC3)cc2Cl)cc(C(=O)O)c1. Reactants: C(C)OC(C=CC=1C=NC=CC1N1CCC(CC1)COC1=CC=C2CCN(CC2=C1)C(=O)OC(C)(C)C)=O (3-[4-[4-(2-tert-butoxycarbonyl-1,2,3,4-tetrahydroisoquinolin-7-yloxymethyl)piperidin-1-yl]pyridin-3-yl]-2-propenoic acid ethyl ester), FC(C(=O)O)(F)F (trifluoroacetic acid). Solvent: C(Cl)(Cl)Cl (chloroform). Run at time 1 hour. The product is C(C)OC(C=CC=1C=NC=CC1N1CCC(CC1)COC1=CC=C2CCNCC2=C1)=O (3-[4-[4-(1,2,3,4-Tetrahydroisoquinolin-7-yloxymethyl)piperidin-1-yl]pyridin-3-yl]-2-propenoic Acid Ethyl Ester). Isolated yield 86.6%. RXN SMILES: [CH2:1]([O:3][C:4](=[O:38])[CH:5]=[CH:6][C:7]1[CH:8]=[N:9][CH:10]=[CH:11][C:12]=1[N:13]1[CH2:18][CH2:17][CH:16]([CH2:19][O:20][C:21]2[CH:30]=[C:29]3[C:24]([CH2:25][CH2:26][N:27](C(OC(C)(C)C)=O)[CH2:28]3)=[CH:23][CH:22]=2)[CH2:15][CH2:14]1)[CH3:2].FC(F)(F)C(O)=O>C(Cl)(Cl)Cl>[CH2:1]([O:3][C:4](=[O:38])[CH:5]=[CH:6][C:7]1[CH:8]=[N:9][CH:10]=[CH:11][C:12]=1[N:13]1[CH2:18][CH2:17][CH:16]([CH2:19][O:20][C:21]2[CH:30]=[C:29]3[C:24]([CH2:25][CH2:26][NH:27][CH2:28]3)=[CH:23][CH:22]=2)[CH2:15][CH2:14]1)[CH3:2]. Procedure details: To a solution of 3-[4-[4-(2-tert-butoxycarbonyl-1,2,3,4-tetrahydroisoquinolin-7-yloxymethyl)piperidin-1-yl]pyridin-3-yl]-2-propenoic acid ethyl ester (100 mg) in chloroform (1.5 ml) was added trifluoroacetic acid (0.45 ml), and the mixture was stirred at room temperature for 1 hour. After completion of the reaction, the solvent was evaporated. To the obtained residue was added aqueous sodium hydrogencarbonate solution and the mixture was extracted with ethyl acetate and washed successively with ... The reactants are BrC=1C=NC=2N(C1)N=C(C2)C(=O)O (6-bromo-pyrazolo[1,5-a]pyrimidine-2-carboxylic acid), CC1NCCC2=CC(=CC=C12)C=1N=NNN1 (1-Methyl-6-(2H-tetrazol-5-yl)-1,2,3,4-tetrahydro-isoquinoline). Yields the product BrC=1C=NC=2N(C1)N=C(C2)C(=O)N2C(C1=CC=C(C=C1CC2)C=2N=NNN2)C ((6-Bromo-pyrazolo[1,5-a]pyrimidin-2-yl)-[1-methyl-6-(2H-tetrazol-5-yl)-3,4-dihydro-1H-isoquinolin-2-yl]-methanone). RXN SMILES: [Br:1][C:2]1[CH:3]=[N:4][C:5]2[N:6]([N:8]=[C:9]([C:11]([OH:13])=O)[CH:10]=2)[CH:7]=1.[CH3:14][CH:15]1[C:24]2[C:19](=[CH:20][C:21]([C:25]3[N:26]=[N:27][NH:28][N:29]=3)=[CH:22][CH:23]=2)[CH2:18][CH2:17][NH:16]1>>[Br:1][C:2]1[CH:3]=[N:4][C:5]2[N:6]([N:8]=[C:9]([C:11]([N:16]3[CH2:17][CH2:18][C:19]4[C:24](=[CH:23][CH:22]=[C:21]([C:25]5[N:26]=[N:27][NH:28][N:29]=5)[CH:20]=4)[CH:15]3[CH3:14])=[O:13])[CH:10]=2)[CH:7]=1. Reported procedure: In close analogy to the procedure described in Example 1, 6-bromo-pyrazolo[1,5-a]pyrimidine-2-carboxylic acid is reacted with 1-Methyl-6-(2H-tetrazol-5-yl)-1,2,3,4-tetrahydro-isoquinoline to provide the title compound in moderate yield. Starting materials: ferric nitrate, C1CS1 (ethylene sulphide), [Cl-].[NH4+] (Ammonium chloride), [Na] (sodium), N1=CC=C(C=C1)CCCN(CC)CC (3-(4-pyridyl)-1-diethylamino propane). The solvent is N (ammonia). Reaction conditions: time 30 minute. The product is N1=CC=C(C=C1)C(CCS)CCN(CC)CC (3-(4-pyridyl)-5-diethylamino-pentane-1-thiol). RXN SMILES: [Na].[N:2]1[CH:7]=[CH:6][C:5]([CH2:8][CH2:9][CH2:10][N:11]([CH2:14][CH3:15])[CH2:12][CH3:13])=[CH:4][CH:3]=1.[CH2:16]1[S:18][CH2:17]1.[Cl-].[NH4+]>N>[N:2]1[CH:7]=[CH:6][C:5]([CH:8]([CH2:9][CH2:10][N:11]([CH2:14][CH3:15])[CH2:12][CH3:13])[CH2:16][CH2:17][SH:18])=[CH:4][CH:3]=1 |f:3.4,^1:0|. Reported procedure: To stirred liquid ammonia (2 liters) was added ferric nitrate (0.1 gm) followed by sodium metal (2.3 gms) in small pieces. The mixture was allowed to stand for 30 minutes and 3-(4-pyridyl)-1-diethylamino propane (19.2 gms) was then added. A deep yellow colour was allowed to develop over a period of 2 hours, after which time ethylene sulphide (6.0 gms) was added quickly. A vigorous reaction occurred and the mixture was stirred for a further 5 hours. Ammonium chloride (7 gms) was added, and the so... The reactants are COC(=O)c1ccc(Cl)c(-c2oncc2C)c1Cl, C1COCCO1, O=S(=O)(O)O. Product: Cc1cnoc1-c1c(Cl)ccc(C(=O)O)c1Cl. As a reaction SMILES: [Cl:1][c:2]1[c:3]([C:4](=[O:5])[O:6][CH3:7])[cH:8][cH:9][c:10]([Cl:18])[c:11]1-[c:12]1[c:13]([CH3:17])[cH:14][n:15][o:16]1.[O:24]1[CH2:25][CH2:26][O:27][CH2:28][CH2:29]1.[S:19](=[O:20])(=[O:21])([OH:22])[OH:23]>>[Cl:1][c:2]1[c:3]([C:4](=[O:5])[OH:6])[cH:8][cH:9][c:10]([Cl:18])[c:11]1-[c:12]1[c:13]([CH3:17])[cH:14][n:15][o:16]1.